Dataset: the Open Reaction Database (ORD), a public repository of structured organic reaction records. Task: describe an organic reaction: reactants, conditions, products, and yield The reactants are CCOC1CCSc2c(C)cc(C(=O)O)c(C)c21, CC(=O)O, O, OO. Reaction SMILES: [CH2:1]([CH3:2])[O:3][CH:4]1[CH2:5][CH2:6][S:7][c:8]2[c:9]([CH3:18])[cH:10][c:11]([C:15](=[O:16])[OH:17])[c:12]([CH3:14])[c:13]21.[CH3:19][C:20]([OH:21])=[O:22].[OH2:25].[OH:23][OH:24]>>[CH2:1]([CH3:2])[O:3][CH:4]1[CH2:5][CH2:6][S:7](=[O:21])[c:8]2[c:9]([CH3:18])[cH:10][c:11]([C:15](=[O:16])[OH:17])[c:12]([CH3:14])[c:13]21. The product is CCOC1CCS(=O)c2c(C)cc(C(=O)O)c(C)c21. Reactants: [BH4-], CN(C)Cc1cccc(OCCCNc2nc(N)nn2C)c1, CCO, [Na+], O, O=CCCCCO. The product is CN(C)Cc1cccc(OCCCNc2nc(NCCCCCO)nn2C)c1. As a reaction SMILES: [BH4-:30].[CH3:1][n:2]1[n:3][c:4]([NH2:22])[n:5][c:6]1[NH:7][CH2:8][CH2:9][CH2:10][O:11][c:12]1[cH:13][c:14]([CH2:18][N:19]([CH3:20])[CH3:21])[cH:15][cH:16][cH:17]1.[CH3:33][CH2:34][OH:35].[Na+:31].[OH2:32].[OH:23][CH2:24][CH2:25][CH2:26][CH2:27][CH:28]=[O:29]>>[CH3:1][n:2]1[n:3][c:4]([NH:22][CH2:28][CH2:27][CH2:26][CH2:25][CH2:24][OH:23])[n:5][c:6]1[NH:7][CH2:8][CH2:9][CH2:10][O:11][c:12]1[cH:13][c:14]([CH2:18][N:19]([CH3:20])[CH3:21])[cH:15][cH:16][cH:17]1. Starting materials: Cc1cc(O)cc(C)c1Br, O=C([O-])[O-], CC(C)=O, CI, [K+], [K+]. Product: COc1cc(C)c(Br)c(C)c1. RXN SMILES: [Br:9][c:10]1[c:11]([CH3:18])[cH:12][c:13]([OH:17])[cH:14][c:15]1[CH3:16].[C:1]([O-:2])([O-:3])=[O:4].[CH3:19][C:20](=[O:21])[CH3:22].[CH3:7][I:8].[K+:5].[K+:6]>>[CH3:1][O:4][c:13]1[cH:12][c:11]([CH3:18])[c:10]([Br:9])[c:15]([CH3:16])[cH:14]1. The reactants are CN(C)C=O, CCO, [Cl-], [Fe], O=[N+]([O-])c1ccc(Oc2ccnc3[nH]ccc23)cc1, [NH4+], O. Yields the product Nc1ccc(Oc2ccnc3[nH]ccc23)cc1. Reaction SMILES: [CH3:22][N:23]([CH3:24])[CH:25]=[O:26].[CH3:27][CH2:28][OH:29].[Cl-:20].[Fe:30].[N+:1]([O-:2])(=[O:3])[c:4]1[cH:5][cH:6][c:7]([O:8][c:9]2[c:10]3[c:11]([n:12][cH:13][cH:14]2)[nH:15][cH:16][cH:17]3)[cH:18][cH:19]1.[NH4+:21].[OH2:31]>>[NH2:1][c:4]1[cH:5][cH:6][c:7]([O:8][c:9]2[c:10]3[c:11]([n:12][cH:13][cH:14]2)[nH:15][cH:16][cH:17]3)[cH:18][cH:19]1. Product: C1(=CC=CC=C1)S(=O)(=O)C=1C(=NN2C1N=C(C=C2N2CCOCC2)C)SC (3-benzenesulphonyl-5-methyl-2-methylsulphanyl-7-morpholin-4-yl-pyrazolo[1,5-a]pyrimidine). Starting materials: N1CCOCC1 (morpholine), C1(=CC=CC=C1)S(=O)(=O)C=1C(=NN2C1N=C(C=C2Cl)C)SC (3-benzenesulphonyl-7-chloro-5-methyl-2-methylsulphanyl-pyrazolo[1,5-a]pyrimidine). Procedure details: 0.20 g (2.2 mmol) of morpholine was added to a solution of 0.25 g (0.85 mmol) of 3-benzenesulphonyl-7-chloro-5-methyl-2-methylsulphanyl-pyrazolo[1,5-a]pyrimidine in 10 l of DMF and stirred at 60° for 1 hr. The reaction solution was cooled to RT and evaporated in a high vacuum. The residue was partitioned between 2N NaOH and CH2Cl2. The aqueous phase was extracted three times with CH2Cl2, and the combined organic phases were dried (MgSO4), filtered and evaporated. Subsequent chromatography (SiO2,... The solvent is CN(C)C=O (DMF). Yield: 58.2%. Reaction SMILES: [NH:1]1[CH2:6][CH2:5][O:4][CH2:3][CH2:2]1.[C:7]1([S:13]([C:16]2[C:17]([S:27][CH3:28])=[N:18][N:19]3[C:24](Cl)=[CH:23][C:22]([CH3:26])=[N:21][C:20]=23)(=[O:15])=[O:14])[CH:12]=[CH:11][CH:10]=[CH:9][CH:8]=1>CN(C=O)C>[C:7]1([S:13]([C:16]2[C:17]([S:27][CH3:28])=[N:18][N:19]3[C:24]([N:1]4[CH2:6][CH2:5][O:4][CH2:3][CH2:2]4)=[CH:23][C:22]([CH3:26])=[N:21][C:20]=23)(=[O:15])=[O:14])[CH:8]=[CH:9][CH:10]=[CH:11][CH:12]=1. Conditions: time 1 hour. The reactants are CC(C)(C)C(=Cc1ccc(C(=C2CCCCC2)c2ccc(O)c(F)c2)cc1)C(=O)[O-], ClCCl, O=C(O)C(F)(F)F. The product is O=C(O)C=Cc1ccc(C(=C2CCCCC2)c2ccc(O)c(F)c2)cc1. Reaction SMILES: [CH3:8][C:9]([CH3:10])([CH3:11])[C:12]([C:13](=[O:14])[O-:15])=[CH:16][c:17]1[cH:18][cH:19][c:20]([C:23]([c:24]2[cH:25][c:26]([F:31])[c:27]([OH:30])[cH:28][cH:29]2)=[C:32]2[CH2:33][CH2:34][CH2:35][CH2:36][CH2:37]2)[cH:21][cH:22]1.[Cl:38][CH2:39][Cl:40].[OH:1][C:2]([C:3]([F:4])([F:5])[F:6])=[O:7]>>[CH:12]([C:13](=[O:14])[OH:15])=[CH:16][c:17]1[cH:18][cH:19][c:20]([C:23]([c:24]2[cH:25][c:26]([F:31])[c:27]([OH:30])[cH:28][cH:29]2)=[C:32]2[CH2:33][CH2:34][CH2:35][CH2:36][CH2:37]2)[cH:21][cH:22]1.